From a dataset of the Open Reaction Database (ORD), a public repository of structured organic reaction records. describe an organic reaction: reactants, conditions, products, and yield Reactants: CCOC(=O)CNCC(=O)OCC (diethyliminodiacetate), CSC(NC1=NC=CC=C1)=S (methyl-2-pyridyldithiocarbamate). Conditions: temperature 100 celsius. Product: C(C)OC(=O)CN1C(=S)N(C(=O)C1)C1=NC=CC=C1 (1-ethoxycarbonylmethyl-3-(2-pyridyl)-2-thiohydantoin). Yield: 66.3%. Reaction SMILES: CCO[C:4]([CH2:6][NH:7][CH2:8][C:9]([O:11][CH2:12][CH3:13])=[O:10])=[O:5].C[S:15][C:16](=S)[NH:17][C:18]1[CH:23]=[CH:22][CH:21]=[CH:20][N:19]=1>>[CH2:12]([O:11][C:9]([CH2:8][N:7]1[CH2:6][C:4](=[O:5])[N:17]([C:18]2[CH:23]=[CH:22][CH:21]=[CH:20][N:19]=2)[C:16]1=[S:15])=[O:10])[CH3:13]. Procedure details: 18.9 g of diethyliminodiacetate and 18.4 g of methyl-2-pyridyldithiocarbamate were put in a flask and heated to 100° C. for 5 hours. The product was subjected to silica gel column chromatography and fractions were extracted by a solvent mixture composed of n-hexane-ethyl acetate (1:1), were gathered to obtain 18.5 g of 1-ethoxycarbonylmethyl-3-(2-pyridyl)-2-thiohydantoin as a viscous oil. 5.6 g of this 2-thiohydantoin compound, 6.8 g of 4-[2-(2-anilonovinyl)-3-benzoxazolio]butanesulfonate and 10... Reactants: C1=CC=C(C=C1)CN, C1=CN=C(C=C1Cl)Cl. Reagents/catalysts: CC(C)(C)[O-].[Na+], CC(C1CCCC1P(C2CCCCC2)C3CCCCC3)P(C(C)(C)C)C(C)(C)C.C1CCCC1.[Fe], CC(=O)O.CC(=O)O.[Pd]. Solvent: COCCOC. Run at temperature 80 celsius. The product is C1=CC=C(C=C1)CNC2=NC=CC(=C2)Cl. Isolated yield 0.0%. Procedure details: palladium(II) acetate (0.018 g, 0.08 mmol), (R)-(-)-1-[(S)-2-(DICYCLOHEXYLPHOSPHINO)FERROCENYL]ETHYLDI-T-BUTYLPHOSPHINE (0.066 g, 0.12 mmol), sodium tert-butoxide (0.194 g, 2.02 mmol), phenylmethanamine (0.110 mL, 1.01 mmol) and 2,4-dichloropyridine (0.151 mL, 1.01 mmol) were suspended in DME (4 mL) and sealed into a microwave tube. The reaction was heated to 80 °C for 30 minutes in the microwave reactor and cooled to RT. Run at time 1 hour. Solvent: O (water), O1CCCC1 (tetrahydrofuran), O1CCCC1 (tetrahydrofuran). The product is OCC=1C=CC2=C(S(C3=C(C=C2)C=CC=C3)(=O)=O)C1 (3-Hydroxymethyldibenzo[b,f]thiepin-5,5-dioxide). Procedure: Mix 2.8 gm. of dibenzo[b,f]thiepin-3-carboxylic acid-5,5-dioxide, 50 ml. of tetrahydrofuran, and 30 ml. of 1 N diborane in tetrahydrofuran. Stir at room temperature for 1 hour. Dilute the reaction mixture with water, and extract into ether. Evaporate the ether extract to dryness. Stir the residue in ether, and filter to obtain the title product (m.p., 156°-158° C.). Starting materials: C1=CC(=CC=2S(C3=C(C=CC21)C=CC=C3)(=O)=O)C(=O)O (dibenzo[b,f]thiepin-3-carboxylic acid-5,5-dioxide), B#B (diborane). RXN SMILES: [CH:1]1[C:11]2[CH:10]=[CH:9][C:8]3[CH:12]=[CH:13][CH:14]=[CH:15][C:7]=3[S:6](=[O:17])(=[O:16])[C:5]=2[CH:4]=[C:3]([C:18](O)=[O:19])[CH:2]=1.B#B>O1CCCC1.O>[OH:19][CH2:18][C:3]1[CH:2]=[CH:1][C:11]2[CH:10]=[CH:9][C:8]3[CH:12]=[CH:13][CH:14]=[CH:15][C:7]=3[S:6](=[O:17])(=[O:16])[C:5]=2[CH:4]=1. The reactants are BrC1=C(N=CN1C)C1=NC=CC(=C1)C#N (2-(5-bromo-1-methyl-1H-imidazol-4-yl)pyridine-4-carbonitrile), FC(C1=CC=C(C=C1)B(O)O)(F)F (4-(trifluoromethyl)phenylboronic acid). Yields the product CN1C=NC(=C1C1=CC=C(C=C1)C(F)(F)F)C1=NC=CC(=C1)C#N (2-{1-methyl-5-[4-(trifluoromethyl)phenyl]-1H-imidazol-4-yl}pyridine-4-carbonitrile). The yield is 93.0%. As a reaction SMILES: Br[C:2]1[N:6]([CH3:7])[CH:5]=[N:4][C:3]=1[C:8]1[CH:13]=[C:12]([C:14]#[N:15])[CH:11]=[CH:10][N:9]=1.[F:16][C:17]([F:28])([F:27])[C:18]1[CH:23]=[CH:22][C:21](B(O)O)=[CH:20][CH:19]=1>>[CH3:7][N:6]1[C:2]([C:21]2[CH:22]=[CH:23][C:18]([C:17]([F:28])([F:27])[F:16])=[CH:19][CH:20]=2)=[C:3]([C:8]2[CH:13]=[C:12]([C:14]#[N:15])[CH:11]=[CH:10][N:9]=2)[N:4]=[CH:5]1. Procedure: The title compound was prepared in 93% yield from 2-(5-bromo-1-methyl-1H-imidazol-4-yl)pyridine-4-carbonitrile and 4-(trifluoromethyl)phenylboronic acid according to the procedure for the preparation of Example 3, part A. [M+H] Calc'd for C17H11F3N4, 329. Found, 329. Starting materials: CCOP(=O)(CCCCCCN1C(=O)c2ccccc2C1=O)NC1CCCN(CC(=O)O)C1=O, Cc1ccccc1, NN, C1COCCO1, O. Yields the product CCOP(=O)(CCCCCCN)NC1CCCN(CC(=O)O)C1=O. RXN SMILES: [CH2:1]([CH3:2])[O:3][P:4](=[O:5])([CH2:6][CH2:7][CH2:8][CH2:9][CH2:10][CH2:11][N:12]1[C:13](=[O:14])[c:15]2[cH:16][cH:17][cH:18][cH:19][c:20]2[C:21]1=[O:22])[NH:23][CH:24]1[C:25](=[O:34])[N:26]([CH2:30][C:31](=[O:32])[OH:33])[CH2:27][CH2:28][CH2:29]1.[CH3:44][c:45]1[cH:46][cH:47][cH:48][cH:49][cH:50]1.[NH2:36][NH2:37].[O:38]1[CH2:39][CH2:40][O:41][CH2:42][CH2:43]1.[OH2:35]>>[CH2:1]([CH3:2])[O:3][P:4](=[O:5])([CH2:6][CH2:7][CH2:8][CH2:9][CH2:10][CH2:11][NH2:12])[NH:23][CH:24]1[C:25](=[O:34])[N:26]([CH2:30][C:31](=[O:32])[OH:33])[CH2:27][CH2:28][CH2:29]1. The reactants are CC(=O)O, CC(Cl)Cl, O=Cc1ccc(F)cc1, Cc1ccc(CNc2ccc3c(CN)cccc3n2)o1, [Na+], O=C([O-])O. Reaction SMILES: [CH3:30][C:31](=[O:32])[OH:33].[Cl:39][CH:40]([Cl:41])[CH3:42].[F:21][c:22]1[cH:23][cH:24][c:25]([CH:26]=[O:27])[cH:28][cH:29]1.[NH2:1][CH2:2][c:3]1[c:4]2[cH:5][cH:6][c:7]([NH:13][CH2:14][c:15]3[o:16][c:17]([CH3:20])[cH:18][cH:19]3)[n:8][c:9]2[cH:10][cH:11][cH:12]1.[Na+:38].[O-:34][C:35]([OH:36])=[O:37]>>[NH:1]([CH2:2][c:3]1[c:4]2[cH:5][cH:6][c:7]([NH:13][CH2:14][c:15]3[o:16][c:17]([CH3:20])[cH:18][cH:19]3)[n:8][c:9]2[cH:10][cH:11][cH:12]1)[CH2:26][c:25]1[cH:24][cH:23][c:22]([F:21])[cH:29][cH:28]1. Yields the product Cc1ccc(CNc2ccc3c(CNCc4ccc(F)cc4)cccc3n2)o1. Starting materials: C=CCC(Cc1ccc(Cl)c(Cl)c1)C(=O)O, NC1N=C(c2ccccc2F)c2ccccc2N(CC(F)(F)F)C1=O. The product is C=CCC(Cc1ccc(Cl)c(Cl)c1)C(=O)NC1N=C(c2ccccc2F)c2ccccc2N(CC(F)(F)F)C1=O. Reaction SMILES: [Cl:26][c:27]1[cH:28][c:29]([CH2:30][CH:31]([C:32](=[O:33])[OH:34])[CH2:35][CH:36]=[CH2:37])[cH:38][cH:39][c:40]1[Cl:41].[NH2:1][CH:2]1[N:3]=[C:4]([c:19]2[c:20]([F:25])[cH:21][cH:22][cH:23][cH:24]2)[c:5]2[c:6]([cH:15][cH:16][cH:17][cH:18]2)[N:7]([CH2:10][C:11]([F:12])([F:13])[F:14])[C:8]1=[O:9]>>[NH:1]([CH:2]1[N:3]=[C:4]([c:19]2[c:20]([F:25])[cH:21][cH:22][cH:23][cH:24]2)[c:5]2[c:6]([cH:15][cH:16][cH:17][cH:18]2)[N:7]([CH2:10][C:11]([F:12])([F:13])[F:14])[C:8]1=[O:9])[C:32]([CH:31]([CH2:30][c:29]1[cH:28][c:27]([Cl:26])[c:40]([Cl:41])[cH:39][cH:38]1)[CH2:35][CH:36]=[CH2:37])=[O:33]. Reactants: Cl.NCC#N (amino-acetonitrile hydrochloride), C(C)N(C(C)C)C(C)C (N-ethyl-diisopropylamine), C(C)N1CCC(CCC1)=O (1-ethyl-hexahydro-azepin-4-one), C(C)(C)(C)ON=O (tert.butylnitrite), potassium tert.butylate. Solvent: C(Cl)(Cl)Cl (chloroform), O1CCCC1 (tetrahydrofuran). Conditions: time 8 hour. Product: Cl.Cl.C(C)N1CCC=2C(CC1)=NC=C([N+]2[O-])N (7-Ethyl-2-amino-6,7,8,9-tetrahydro-5H-pyrazino[2,3-d]azepine-1-oxide dihydrochloride). Reaction SMILES: [CH2:1]([N:3]1[CH2:9][CH2:8][CH2:7][C:6](=O)[CH2:5][CH2:4]1)[CH3:2].C(O[N:16]=[O:17])(C)(C)C.[ClH:18].[NH2:19][CH2:20][C:21]#[N:22].C(N(C(C)C)C(C)C)C>C(Cl)(Cl)Cl.O1CCCC1>[ClH:18].[ClH:18].[CH2:1]([N:3]1[CH2:9][CH2:8][C:7]2=[N:19][CH:20]=[C:21]([NH2:22])[N+:16]([O-:17])=[C:6]2[CH2:5][CH2:4]1)[CH3:2] |f:2.3,7.8.9|. Procedure: First 23 gm (0.16 mol) of 1-ethyl-hexahydro-azepin-4-one and then 19.2 ml of tert.butylnitrite were added dropwise to a mixture of 19 gm (0.16 mol) of potassium tert.butylate and 200 ml of absolute tetrahydrofuran at -40° C., and the resulting mixture was allowed to stand overnight at 0° to 10° C. Thereafter, a solution of 20 gm (0.217 mol) of amino-acetonitrile hydrochloride and 30 gm of N-ethyl-diisopropylamine in 280 ml of chloroform was added, and the resulting mixture was refluxed for 4 hou... Reactants: [Li+].[OH-] (LiOH), ClC1=C(NC(=C1Cl)C)C(=O)N[C@@H]1[C@@H](CN(CC1)C=1SC(=CN1)C(=O)OC)OC (Cis(±)methyl 2-(4-{[(3,4-dichloro-5-methyl-1H-pyrrol-2-yl)carbonyl]amino}-3-methoxypiperidin-1-yl)-1,3-thiazole-5-carboxylate), C(CC(O)(C(=O)O)CC(=O)O)(=O)O (citric acid). Solvent: C1CCOC1 (THF). Conditions: temperature 50 celsius. Yields the product ClC1=C(NC(=C1Cl)C)C(=O)N[C@@H]1[C@@H](CN(CC1)C=1SC(=CN1)C(=O)O)OC (Cis(±)2-(4-{[(3,4-dichloro-5-methyl-1H-pyrrol-2-yl)carbonyl]amino}-3-methoxypiperidin-1-yl)-1,3-thiazole-5-carboxylic acid). As a reaction SMILES: [Cl:1][C:2]1[C:6]([Cl:7])=[C:5]([CH3:8])[NH:4][C:3]=1[C:9]([NH:11][C@H:12]1[CH2:17][CH2:16][N:15]([C:18]2[S:19][C:20]([C:23]([O:25]C)=[O:24])=[CH:21][N:22]=2)[CH2:14][C@H:13]1[O:27][CH3:28])=[O:10].[Li+].[OH-].C(O)(=O)CC(CC(O)=O)(C(O)=O)O>C1COCC1>[Cl:1][C:2]1[C:6]([Cl:7])=[C:5]([CH3:8])[NH:4][C:3]=1[C:9]([NH:11][C@H:12]1[CH2:17][CH2:16][N:15]([C:18]2[S:19][C:20]([C:23]([OH:25])=[O:24])=[CH:21][N:22]=2)[CH2:14][C@H:13]1[O:27][CH3:28])=[O:10] |f:1.2|. Reported procedure: Cis(±)methyl 2-(4-{[(3,4-dichloro-5-methyl-1H-pyrrol-2-yl)carbonyl]amino}-3-methoxypiperidin-1-yl)-1,3-thiazole-5-carboxylate (Example 1; 200 mg) was dissolved in THF (50 ml). 2N LiOH (100 ml) was added and the mixture was heated at 50° C. for 18 h. The reaction mixture was cooled to ambient and acidified with 20% aqueous citric acid. The aqueous phase was extracted with EtOAc and the organic phase was washed with water, brine, dried over Na2SO4. The organic phase was concentrated in vacuo and t...